This data is from the Open Reaction Database (ORD), a public repository of structured organic reaction records. The task is: describe an organic reaction: reactants, conditions, products, and yield Reactants: C(C1=CC=CC=C1)(=O)OCCOCCOCCl (2-(2-benzoyloxyethoxy)ethoxymethyl chloride). The reagents and catalysts are C(C)(=O)[O-].[Ag+] (Silver acetate). Run in C(C)#N (acetonitrile). Reaction conditions: time 8 hour. Yields the product C(C)(=O)OCOCCOCCOC(C1=CC=CC=C1)=O (2-(2-benzoyloxyethoxy)ethoxymethyl acetate). The yield is 194.6%. Reaction SMILES: [C:1]([O:9][CH2:10][CH2:11][O:12][CH2:13][CH2:14][O:15][CH2:16]Cl)(=[O:8])[C:2]1[CH:7]=[CH:6][CH:5]=[CH:4][CH:3]=1>C(#N)C.C([O-])(=O)C.[Ag+]>[C:1]([O:9][CH2:16][O:15][CH2:14][CH2:13][O:12][CH2:11][CH2:10][O:9][C:1](=[O:8])[C:2]1[CH:7]=[CH:6][CH:5]=[CH:4][CH:3]=1)(=[O:8])[CH3:2] |f:2.3|. Procedure details: Silver acetate (3.34 g) was added with cooling and stirring to a solution of 2-(2-benzoyloxyethoxy)ethoxymethyl chloride (5.18 g) in dry acetonitrile (15 ml). The reaction mixture was stirred overnight at room temperature. The precipitate was removed by filtration and the filtrated evaporated under reduced pressure at 35° C. to give 2-(2-benzoyloxyethoxy)ethoxymethyl acetate (5.5 g) as a pale yellow oil. NMR and IR spectra were consistent with this structure.